From a dataset of the Open Reaction Database (ORD), a public repository of structured organic reaction records. describe an organic reaction: reactants, conditions, products, and yield As a reaction SMILES: [Cl-].[Cl-].[Cl-].[Al+3].[CH3:5][O:6][C:7]1[CH:15]=[CH:14][C:10]([C:11](Cl)=[O:12])=[CH:9][CH:8]=1.[O:16]([CH2:23][CH2:24][CH2:25][C:26]([O:28][CH3:29])=[O:27])[C:17]1[CH:22]=[CH:21][CH:20]=[CH:19][CH:18]=1>ClCCCl>[CH3:5][O:6][C:7]1[CH:15]=[CH:14][C:10]([C:11]([C:20]2[CH:21]=[CH:22][C:17]([O:16][CH2:23][CH2:24][CH2:25][C:26]([O:28][CH3:29])=[O:27])=[CH:18][CH:19]=2)=[O:12])=[CH:9][CH:8]=1 |f:0.1.2.3|. The product is COC1=CC=C(C(=O)C2=CC=C(OCCCC(=O)OC)C=C2)C=C1 (Methyl 4-[4-(4-methoxybenzoyl)phenoxy]butyrate). Run in ClCCCl (1,2-dichloroethane). The reactants are [Cl-].[Cl-].[Cl-].[Al+3] (aluminum trichloride), ice water, COC1=CC=C(C(=O)Cl)C=C1 (4-methoxybenzoyl chloride), O(C1=CC=CC=C1)CCCC(=O)OC (methyl 4-phenoxybutyrate). Reported procedure: 25.6 g of anhydrous aluminum trichloride are suspended in 64 ml of 1,2-dichloroethane, and 28.6 g of 4-methoxybenzoyl chloride are added. Then, while stirring vigorously, 31 g of methyl 4-phenoxybutyrate are slowly added. The reaction mixture is subsequently stirred at 50° C. for 4 hours, allowed to cool and poured into ice-water. The oily organic layer and the aqueous phase are separated, the organic phase is washed with water, and a little methanol is added to induce crystallization. The produ...